From a dataset of the Open Reaction Database (ORD), a public repository of structured organic reaction records. describe an organic reaction: reactants, conditions, products, and yield The reactants are tetrakis(triphenyl)phosphine palladium, BrC=1C=CC2=C(C=C(CCCN2CCC)C(=O)OC)C1 (methyl 8-bromo-1-propyl-1,2,3,4-tetrahydro-1-benzazocine-5-carboxylate), C(CCC)OCCOC1=CC=C(C=C1)OB(O)O (4-(2-butoxyethoxy)phenylboric acid), C([O-])([O-])=O.[K+].[K+] (potassium carbonate), C(C)(=O)OCC (ethyl acetate). The solvent is C1(=CC=CC=C1)C (toluene), C(C)O (ethanol), O (water), O (water). Reaction conditions: temperature 100 celsius, time 30 minute. The product is C(CCC)OCCOC1=CC=C(C=C1)C=1C=CC2=C(C=C(CCCN2CCC)C(=O)OC)C1 (methyl 8-[4-(2-butoxyethoxy)phenyl]-1-propyl-1,2,3,4-tetrahydro-1-benzazocine-5-carboxylate). The yield is 31.5%. RXN SMILES: Br[C:2]1[CH:3]=[CH:4][C:5]2[N:12]([CH2:13][CH2:14][CH3:15])[CH2:11][CH2:10][CH2:9][C:8]([C:16]([O:18][CH3:19])=[O:17])=[CH:7][C:6]=2[CH:20]=1.[CH2:21]([O:25][CH2:26][CH2:27][O:28][C:29]1[CH:34]=[CH:33][C:32](OB(O)O)=[CH:31][CH:30]=1)[CH2:22][CH2:23][CH3:24].C(=O)([O-])[O-].[K+].[K+].C(OCC)(=O)C>C1(C)C=CC=CC=1.C(O)C.O>[CH2:21]([O:25][CH2:26][CH2:27][O:28][C:29]1[CH:30]=[CH:31][C:32]([C:2]2[CH:3]=[CH:4][C:5]3[N:12]([CH2:13][CH2:14][CH3:15])[CH2:11][CH2:10][CH2:9][C:8]([C:16]([O:18][CH3:19])=[O:17])=[CH:7][C:6]=3[CH:20]=2)=[CH:33][CH:34]=1)[CH2:22][CH2:23][CH3:24] |f:2.3.4|. Procedure details: A suspension of methyl 8-bromo-1-propyl-1,2,3,4-tetrahydro-1-benzazocine-5-carboxylate (700 mg), 4-(2-butoxyethoxy)phenylboric acid (640 g), and potassium carbonate (744 mg) in toluene (15 ml), ethanol (1.5 ml) and water (1.5 ml) was stirred for 30 minutes under an argon atmosphere. After addition of tetrakis(triphenyl)phosphine palladium (120 mg), the solution was heated at 100° C. for 3 hours under an argon atmosphere. The solution was allowed to cool, followed by addition of water and extract...